Dataset: the Open Reaction Database (ORD), a public repository of structured organic reaction records. Task: describe an organic reaction: reactants, conditions, products, and yield Starting materials: C(C)C1=C(C=CC=C1)OC1=NC=C(C=C1)[N+](=O)[O-] (2-[(2-ethylphenyl)oxy]-5-nitropyridine), C(C)C1=C(C=CC=C1)OC1=NC=C(C=C1)[N+](=O)[O-] (2-[(2-ethylphenyl)oxy]-5-nitropyridine), O.NN (hydrazine hydrate). Reagents/catalysts: [Pd] (Palladium on carbon). Solvent: C(C)O (ethanol). Conditions: temperature 90 celsius, time 3 hour. The product is C(C)C1=C(C=CC=C1)OC1=CC=C(C=N1)N (6-[(2-ethylphenyl)oxy]-3-pyridinamine). Isolated yield 208.7%. As a reaction SMILES: O.NN.[CH2:4]([C:6]1[CH:11]=[CH:10][CH:9]=[CH:8][C:7]=1[O:12][C:13]1[CH:18]=[CH:17][C:16]([N+:19]([O-])=O)=[CH:15][N:14]=1)[CH3:5]>C(O)C.[Pd]>[CH2:4]([C:6]1[CH:11]=[CH:10][CH:9]=[CH:8][C:7]=1[O:12][C:13]1[N:14]=[CH:15][C:16]([NH2:19])=[CH:17][CH:18]=1)[CH3:5] |f:0.1|. Procedure: In a 50 mL round-bottomed flask 2-[(2-ethylphenyl)oxy]-5-nitropyridine (Intermediate 45, 623 mg) was dissolved in ethanol (10 mL) to give a pale orange solution. Palladium on carbon (244 mg, 0.230 mmol) and hydrazine hydrate (0.442 mL, 4.59 mmol) were added. The reaction mixture was stirred at 90° C. After 3 hours the reaction was completed. The reaction mixture was filtered and the organic phase was evaporated under vacuum affording 1.1408 g of a dark orange solid that was charged on a 10 g SCX... Starting materials: FC1=C(C=C(C=C1)F)[C@@H]1N(CCC1)C1=CC=2N(C=C1)N=CC2C(=O)N[C@@H]2CNCC2 (5-((R)-2-(2,5-difluorophenyl)pyrrolidin-1-yl)-N-((S)-pyrrolidin-3-yl)pyrazolo[1,5-a]pyridine-3-carboxamide), S(=O)(=O)(N)N (Sulfamide). The product is FC1=C(C=C(C=C1)F)[C@@H]1N(CCC1)C1=CC=2N(C=C1)N=CC2C(=O)N[C@@H]2CN(CC2)S(N)(=O)=O (5-((R)-2-(2,5-difluorophenyl)pyrrolidin-1-yl)-N-((S)-1-sulfamoylpyrrolidin-3-yl)pyrazolo[1,5-a]pyridine-3-carboxamide). RXN SMILES: [F:1][C:2]1[CH:7]=[CH:6][C:5]([F:8])=[CH:4][C:3]=1[C@H:9]1[CH2:13][CH2:12][CH2:11][N:10]1[C:14]1[CH:19]=[CH:18][N:17]2[N:20]=[CH:21][C:22]([C:23]([NH:25][C@H:26]3[CH2:30][CH2:29][NH:28][CH2:27]3)=[O:24])=[C:16]2[CH:15]=1.[S:31](N)([NH2:34])(=[O:33])=[O:32]>>[F:1][C:2]1[CH:7]=[CH:6][C:5]([F:8])=[CH:4][C:3]=1[C@H:9]1[CH2:13][CH2:12][CH2:11][N:10]1[C:14]1[CH:19]=[CH:18][N:17]2[N:20]=[CH:21][C:22]([C:23]([NH:25][C@H:26]3[CH2:30][CH2:29][N:28]([S:31](=[O:33])(=[O:32])[NH2:34])[CH2:27]3)=[O:24])=[C:16]2[CH:15]=1. Procedure details: The title compound was prepared by the method substantially similar to that mentioned in Example-98, using 5-((R)-2-(2,5-difluorophenyl)pyrrolidin-1-yl)-N-((S)-pyrrolidin-3-yl)pyrazolo[1,5-a]pyridine-3-carboxamide (Example-82) and Sulfamide to afford the crude, which was purified by Preparative HPLC [Column: 21.2×250×7 um, Zorbax, XDB,C-18(#22), Mobile phase-A: 10 mmol.NH4OAc in water, B: ACN, Gradient (Time/% B): 0/30, 2/30, 8/90 and Flow rate: 20 mL/min] to afford 26 mg of the title compound. Starting materials: CCOC(=O)COc1ccc2c(c1)CC(N(CC(O)COc1ccccc1)C(=O)OC(C)(C)C)CCC2, CCO, Cl, [Na+], [OH-]. Yields the product CC(C)(C)OC(=O)N(CC(O)COc1ccccc1)C1CCCc2ccc(OCC(=O)O)cc2C1. As a reaction SMILES: [CH2:1]([CH3:2])[O:3][C:4]([CH2:5][O:6][c:7]1[cH:8][cH:9][c:10]2[c:11]([cH:36]1)[CH2:12][CH:13]([N:17]([CH2:18][CH:19]([CH2:20][O:21][c:22]1[cH:23][cH:24][cH:25][cH:26][cH:27]1)[OH:28])[C:29](=[O:30])[O:31][C:32]([CH3:33])([CH3:34])[CH3:35])[CH2:14][CH2:15][CH2:16]2)=[O:37].[CH3:41][CH2:42][OH:43].[ClH:40].[Na+:39].[OH-:38]>>[O:3]=[C:4]([CH2:5][O:6][c:7]1[cH:8][cH:9][c:10]2[c:11]([cH:36]1)[CH2:12][CH:13]([N:17]([CH2:18][CH:19]([CH2:20][O:21][c:22]1[cH:23][cH:24][cH:25][cH:26][cH:27]1)[OH:28])[C:29](=[O:30])[O:31][C:32]([CH3:33])([CH3:34])[CH3:35])[CH2:14][CH2:15][CH2:16]2)[OH:37]. The reactants are C1CCOC1, [Cl-], Clc1ncnc2c1CCCC2, [H-], [NH4+], [Na+], OC1CCC(c2ccccc2)CC1. The product is c1ccc(C2CCC(Oc3ncnc4c3CCCC4)CC2)cc1. Reaction SMILES: [CH2:29]1[O:30][CH2:31][CH2:32][CH2:33]1.[Cl-:27].[Cl:16][c:17]1[n:18][cH:19][n:20][c:21]2[c:26]1[CH2:25][CH2:24][CH2:23][CH2:22]2.[H-:2].[NH4+:28].[Na+:1].[c:3]1([CH:9]2[CH2:10][CH2:11][CH:12]([OH:15])[CH2:13][CH2:14]2)[cH:4][cH:5][cH:6][cH:7][cH:8]1>>[c:3]1([CH:9]2[CH2:10][CH2:11][CH:12]([O:15][c:17]3[n:18][cH:19][n:20][c:21]4[c:26]3[CH2:25][CH2:24][CH2:23][CH2:22]4)[CH2:13][CH2:14]2)[cH:4][cH:5][cH:6][cH:7][cH:8]1. Reactants: C1N(CC2=CC=CC=C12)N(C(CN(CC(=O)NCCN(CC)C(=O)OC(C)(C)C)C1=C(C=C(C=C1)B1OCC(CO1)(C)C)C)=O)C (N2-{2-[1,3-dihydro-2H-isoindol-2-yl(methyl)amino]-2-oxoethyl}-N2-[4-(5,5-dimethyl-1,3,2-dioxaborinan-2-yl)-2-methylphenyl]-N1-{2-[(tert-butoxycarbonyl)(ethyl)amino]ethyl}glycinamide), ClC=1N=NC(=CC1)OC (3-chloro-6-methoxypyridazine). The product is C1N(CC2=CC=CC=C12)N(C(CN(CC(=O)NCCN(CC)C(=O)OC(C)(C)C)C1=C(C=C(C=C1)C=1N=NC(=CC1)OC)C)=O)C (N2-{2-[1,3-dihydro-2H-isoindol-2-yl(methyl)amino]-2-oxoethyl}-N2-[4-(6-methoxypyridazin-3-yl)-2-methylphenyl]-N1-{2-[(tert-butoxycarbonyl)(ethyl)amino]ethyl}glycinamide). Isolated yield 49.3%. RXN SMILES: [CH2:1]1[C:9]2[C:4](=[CH:5][CH:6]=[CH:7][CH:8]=2)[CH2:3][N:2]1[N:10]([CH3:46])[C:11](=[O:45])[CH2:12][N:13]([C:30]1[CH:35]=[CH:34][C:33](B2OCC(C)(C)CO2)=[CH:32][C:31]=1[CH3:44])[CH2:14][C:15]([NH:17][CH2:18][CH2:19][N:20]([C:23]([O:25][C:26]([CH3:29])([CH3:28])[CH3:27])=[O:24])[CH2:21][CH3:22])=[O:16].Cl[C:48]1[N:49]=[N:50][C:51]([O:54][CH3:55])=[CH:52][CH:53]=1>>[CH2:1]1[C:9]2[C:4](=[CH:5][CH:6]=[CH:7][CH:8]=2)[CH2:3][N:2]1[N:10]([CH3:46])[C:11](=[O:45])[CH2:12][N:13]([C:30]1[CH:35]=[CH:34][C:33]([C:48]2[N:49]=[N:50][C:51]([O:54][CH3:55])=[CH:52][CH:53]=2)=[CH:32][C:31]=1[CH3:44])[CH2:14][C:15]([NH:17][CH2:18][CH2:19][N:20]([C:23]([O:25][C:26]([CH3:29])([CH3:27])[CH3:28])=[O:24])[CH2:21][CH3:22])=[O:16]. Procedure details: Using the compound (510 mg, 0.802 mmol) of Example 295, step A and 3-chloro-6-methoxypyridazine (139 mg, 0.962 mmol), and according to the method of Example 295, step B, N2-{2-[1,3-dihydro-2H-isoindol-2-yl(methyl)amino]-2-oxoethyl}-N2-[4-(6-methoxypyridazin-3-yl)-2-methylphenyl]-N1-{2-[(tert-butoxycarbonyl)(ethyl)amino]ethyl}glycinamide (250 mg) was obtained as a brown oil. Using this oil (210 mg, 0.332 mmol), and according to the method of Example 46, step B, the title compound (92 mg, yield 53... Reactants: ClC1=C(C(=CC(=C1CC)Cl)[N+](=O)[O-])O (2,4-Dichloro-3-ethyl-6-nitrophenol), [H][H] (hydrogen), [H][H] (hydrogen), [H][H] (hydrogen). The reagents and catalysts are [Ni] (Raney nickel), [Ni] (Raney nickel). The solvent is CO (methanol). Run at temperature 20 celsius. Product: Cl.ClC1=C(C(=CC(=C1CC)Cl)N)O (2,4-dichloro-3-ethyl-6-aminophenol hydrochloride). The yield is 157.7%. Reaction SMILES: [Cl:1][C:2]1[C:7]([CH2:8][CH3:9])=[C:6]([Cl:10])[CH:5]=[C:4]([N+:11]([O-])=O)[C:3]=1[OH:14].[H][H]>CO.[Ni]>[ClH:1].[Cl:1][C:2]1[C:7]([CH2:8][CH3:9])=[C:6]([Cl:10])[CH:5]=[C:4]([NH2:11])[C:3]=1[OH:14] |f:4.5|. Procedure details: 2,4-Dichloro-3-ethyl-6-nitrophenol (20 g, 98.4% purity) was dissolved in methanol (80 g), to which Raney nickel (0.8 g) and activated carbon (0.2 g) were added and into which hydrogen gas was introduced at a hydrogen pressure of 4 kg/cm2 at 40° to 45° C. until no absorption of hydrogen gas was found. After completion of the reaction, Raney nickel was removed in air, and hydrochloric acid (17.7 g) was added dropwise, and the reaction mixture was cooled to 20° C., which resulted in a deposition of... Starting materials: O=C([O-])[O-], C1CCOC1, COC(=O)Cl, CCN(CC1CCCC1)c1nc2c(cc1CNCc1cc(C(F)(F)F)cc(C(F)(F)F)c1)CCCC2, [K+], [K+]. Yields the product CCN(CC1CCCC1)c1nc2c(cc1CN(Cc1cc(C(F)(F)F)cc(C(F)(F)F)c1)C(=O)OC)CCCC2. RXN SMILES: [C:1](=[O:2])([O-:3])[O-:4].[CH2:48]1[O:49][CH2:50][CH2:51][CH2:52]1.[CH3:43][O:44][C:45](=[O:46])[Cl:47].[F:7][C:8]([c:9]1[cH:10][c:11]([CH2:12][NH:13][CH2:14][c:15]2[c:16]([N:25]([CH2:26][CH3:27])[CH2:28][CH:29]3[CH2:30][CH2:31][CH2:32][CH2:33]3)[n:17][c:18]3[c:23]([cH:24]2)[CH2:22][CH2:21][CH2:20][CH2:19]3)[cH:34][c:35]([C:37]([F:38])([F:39])[F:40])[cH:36]1)([F:41])[F:42].[K+:5].[K+:6]>>[F:7][C:8]([c:9]1[cH:10][c:11]([CH2:12][N:13]([CH2:14][c:15]2[c:16]([N:25]([CH2:26][CH3:27])[CH2:28][CH:29]3[CH2:30][CH2:31][CH2:32][CH2:33]3)[n:17][c:18]3[c:23]([cH:24]2)[CH2:22][CH2:21][CH2:20][CH2:19]3)[C:45]([O:44][CH3:43])=[O:46])[cH:34][c:35]([C:37]([F:38])([F:39])[F:40])[cH:36]1)([F:41])[F:42].